Task: describe an organic reaction: reactants, conditions, products, and yield. Dataset: the Open Reaction Database (ORD), a public repository of structured organic reaction records The reactants are C#CCBr, CC(C)OCCO, [H-], [Na+], C1CCOC1. Product: C#CCOCCOC(C)C. RXN SMILES: [CH2:10]([C:11]#[CH:12])[Br:13].[CH:3]([CH3:4])([CH3:5])[O:6][CH2:7][CH2:8][OH:9].[H-:1].[Na+:2].[O:14]1[CH2:15][CH2:16][CH2:17][CH2:18]1>>[CH:3]([CH3:4])([CH3:5])[O:6][CH2:7][CH2:8][O:9][CH2:12][C:11]#[CH:10]. Reactants: C(C)OCOC1CC2C(N(CCCCC=CC3CC3(NC(C2C1)=O)C(=O)NS(=O)(=O)C1CC1)C)=O (Cyclopropanesulfonic acid (17-ethoxymethoxy-13-methyl-2,14-dioxo-3,13-diaza-tricyclo[13.3.0.0*4,6*]octadec-7-ene-4-carbonyl)-amide), C(=O)(O)[O-].[Na+] (NaHCO3). Solvent: C1CCOC1.CO.O (THF MeOH water), Cl (hydrochloric acid). Product: OC1CC2C(N(CCCCC=CC3CC3(NC(C2C1)=O)C(=O)NS(=O)(=O)C1CC1)C)=O (Cyclopropanesulfonic acid (17-hydroxy-13-methyl-2,14-dioxo-3,13-diaza-tricyclo[13.3.0.0*4,6*]octadec-7-ene-4-carbonyl)-amide). RXN SMILES: C(OC[O:5][CH:6]1[CH2:23][CH:22]2[CH:8]([C:9](=[O:35])[N:10]([CH3:34])[CH2:11][CH2:12][CH2:13][CH2:14][CH:15]=[CH:16][CH:17]3[C:19]([C:25]([NH:27][S:28]([CH:31]4[CH2:33][CH2:32]4)(=[O:30])=[O:29])=[O:26])([NH:20][C:21]2=[O:24])[CH2:18]3)[CH2:7]1)C.C([O-])(O)=O.[Na+]>C1COCC1.CO.O.Cl>[OH:5][CH:6]1[CH2:23][CH:22]2[CH:8]([C:9](=[O:35])[N:10]([CH3:34])[CH2:11][CH2:12][CH2:13][CH2:14][CH:15]=[CH:16][CH:17]3[C:19]([C:25]([NH:27][S:28]([CH:31]4[CH2:32][CH2:33]4)(=[O:30])=[O:29])=[O:26])([NH:20][C:21]2=[O:24])[CH2:18]3)[CH2:7]1 |f:1.2,3.4.5|. Procedure: The ethoxy ether 1g was dissolved in a mixture of THF/MeOH/water (1:1:1, total volume 30 ml) whereafter 2.5 ml conc. hydrochloric acid was added while stirring. The reaction was stirred overnight at room temperature and was monitored by LC-MS. The reaction mixture was then poured into sat. aq. NaHCO3 (50 ml) and concentrated to half of the volume by rotary evaporation. The resulting mixture was acidified with 10% citric acid and extracted into DCM (3×20 ml). The combined organic phases were wash...